This data is from the Open Reaction Database (ORD), a public repository of structured organic reaction records. The task is: describe an organic reaction: reactants, conditions, products, and yield Starting materials: N1=CC=CC=C1 (pyridine), ClC1=CC=C(C(=O)N2C=C(C3=CC(=CC=C23)OC)CC(=O)Cl)C=C1 (2-(1-(4-chlorobenzoyl)-5-methoxy-1H-indol-3-yl)acetyl chloride), FC(S(=O)(=O)N)(F)F (trifluoromethanesulfonamide), C(Cl)Cl (CH2Cl2). Solvent: ClCCCl (1,2-dichloro ethane). Product: ClC1=CC=C(C(=O)N2C=C(C3=CC(=CC=C23)OC)CC(=O)NS(=O)(=O)C(F)(F)F)C=C1 (2-(1-(4-chlorobenzoyl)-5-methoxy-1H-indol-3-yl)-N-((trifluoromethyl)sulfonyl) acetamide). The yield is 70.0%. RXN SMILES: [Cl:1][C:2]1[CH:24]=[CH:23][C:5]([C:6]([N:8]2[C:16]3[C:11](=[CH:12][C:13]([O:17][CH3:18])=[CH:14][CH:15]=3)[C:10]([CH2:19][C:20](Cl)=[O:21])=[CH:9]2)=[O:7])=[CH:4][CH:3]=1.[F:25][C:26]([F:32])([F:31])[S:27]([NH2:30])(=[O:29])=[O:28].C(Cl)Cl.N1C=CC=CC=1>ClCCCl>[Cl:1][C:2]1[CH:24]=[CH:23][C:5]([C:6]([N:8]2[C:16]3[C:11](=[CH:12][C:13]([O:17][CH3:18])=[CH:14][CH:15]=3)[C:10]([CH2:19][C:20]([NH:30][S:27]([C:26]([F:32])([F:31])[F:25])(=[O:29])=[O:28])=[O:21])=[CH:9]2)=[O:7])=[CH:4][CH:3]=1. Procedure details: 80 mg (0.22 mmol) 2-(1-(4-chlorobenzoyl)-5-methoxy-1H-indol-3-yl)acetyl chloride and 49.4 mg (0.33 mmol) trifluoromethanesulfonamide were dissolved in 1.8 mL 1,2-dichloro ethane (or CH2Cl2) under stirring. Then 17.5 mg (0.22 mmol) pyridine were added and the reaction was allowed to run at ambient temperature until the starting material was consumed (˜4 h). After the addition of 13 μL of AcOH the organic solution was washed with H2O (3×2 mL), dried over Na2SO4, filtered and the concentrated in va... As a reaction SMILES: [NH:1]([C:8]1[N:16]=[C:15]2[C:11]([NH:12][CH:13]=[N:14]2)=[C:10]([Cl:17])[N:9]=1)[C:2]1[CH:7]=[CH:6][CH:5]=[CH:4][CH:3]=1.[C:18]([O:21][CH2:22][CH2:23]Br)(=[O:20])[CH3:19]>>[NH:1]([C:8]1[N:16]=[C:15]2[C:11]([N:12]=[CH:13][N:14]2[CH2:23][CH2:22][O:21][C:18](=[O:20])[CH3:19])=[C:10]([Cl:17])[N:9]=1)[C:2]1[CH:3]=[CH:4][CH:5]=[CH:6][CH:7]=1. Yield: 47.0%. Product: N(C1=CC=CC=C1)C1=NC(=C2N=CN(C2=N1)CCOC(C)=O)Cl (2-Anilino-6-chloro-9-(2-acetoxyethyl)purine). Starting materials: N(C1=CC=CC=C1)C1=NC(=C2NC=NC2=N1)Cl (2-Anilino-6-chloropurine), C(C)(=O)OCCBr (2-acetoxyethyl bromide). Procedure: 2-Anilino-6-chloropurine was reacted with 2-acetoxyethyl bromide as described above in A.a. 2-Anilino-6-chloro-9-(2-acetoxyethyl)purine was isolated in a 47% yield, mp 193°-194° C.